This data is from the Open Reaction Database (ORD), a public repository of structured organic reaction records. The task is: describe an organic reaction: reactants, conditions, products, and yield Starting materials: ClC=1C=CC(=C(C1)N1C(N(CC1)C)=O)C(=O)N1CCN(CC1)C1=NC=C(C=C1C)C (1-{5-chloro-2-[4-(3,5-dimethylpyridin-2-yl)piperazine-1-carbonyl]phenyl}-3-methylimidazolidin-2-one), S1(NCCC1)(=O)=O (isothiazolidine 1,1-dioxide). Yields the product CC=1C(=NC=C(C1)C)N1CCN(CC1)C(=O)C1=C(C=C(C=C1)N1S(CCC1)(=O)=O)N1C(N(CC1)C)=O (1-[2-[4-(3,5-dimethylpyridin-2-yl)piperazine-1-carbonyl]-5-(1,1-dioxo-1λ6-isothiazolidin-2-yl)phenyl]-3-methylimidazolidin-2-one). The yield is 44.2%. As a reaction SMILES: Cl[C:2]1[CH:3]=[CH:4][C:5]([C:15]([N:17]2[CH2:22][CH2:21][N:20]([C:23]3[C:28]([CH3:29])=[CH:27][C:26]([CH3:30])=[CH:25][N:24]=3)[CH2:19][CH2:18]2)=[O:16])=[C:6]([N:8]2[CH2:12][CH2:11][N:10]([CH3:13])[C:9]2=[O:14])[CH:7]=1.[S:31]1(=[O:37])(=[O:36])[CH2:35][CH2:34][CH2:33][NH:32]1>>[CH3:29][C:28]1[C:23]([N:20]2[CH2:21][CH2:22][N:17]([C:15]([C:5]3[CH:4]=[CH:3][C:2]([N:32]4[CH2:33][CH2:34][CH2:35][S:31]4(=[O:37])=[O:36])=[CH:7][C:6]=3[N:8]3[CH2:12][CH2:11][N:10]([CH3:13])[C:9]3=[O:14])=[O:16])[CH2:18][CH2:19]2)=[N:24][CH:25]=[C:26]([CH3:30])[CH:27]=1. Procedure: Using 1-{5-chloro-2-[4-(3,5-dimethylpyridin-2-yl)piperazine-1-carbonyl]phenyl}-3-methylimidazolidin-2-one (85 mg) described in Preparation Example 241 and isothiazolidine 1,1-dioxide (36 mg) and by the reaction and treatment in the same manner as in Example 666, the title compound (45 mg) was obtained. Reactants: CS(=O)(=O)Cl (methanesulfonyl chloride), 18.5, OCCCN1C(NC2=C1C=CC(=C2)C)=O (1,3-dihydro-1-(3-hydroxypropyl)-5-methyl-2H-benzimidazol-2-one), ClCCl (dichloromethane). Solvent: C(C)N(CC)CC (N,N-diethylethanamine). Run at time 1 hour. Product: 15, CS(=O)(=O)OCCCN1C(NC2=C1C=CC(=C2)C)=O (3-(2,3-dihydro-5-methyl-2-oxo-1H-benzimidazol-1-yl)propyl methanesulfonate). Yield: 58.0%. As a reaction SMILES: [OH:1][CH2:2][CH2:3][CH2:4][N:5]1[C:9]2[CH:10]=[CH:11][C:12]([CH3:14])=[CH:13][C:8]=2[NH:7][C:6]1=[O:15].ClCCl.[CH3:19][S:20](Cl)(=[O:22])=[O:21]>C(N(CC)CC)C>[CH3:19][S:20]([O:1][CH2:2][CH2:3][CH2:4][N:5]1[C:9]2[CH:10]=[CH:11][C:12]([CH3:14])=[CH:13][C:8]=2[NH:7][C:6]1=[O:15])(=[O:22])=[O:21]. Reported procedure: To a stirred solution of 18.5 parts of 1,3-dihydro-1-(3-hydroxypropyl)-5-methyl-2H-benzimidazol-2-one in 325 parts of dichloromethane are added 11.9 parts of N,N-diethylethanamine. Then there are added dropwise (slowly) 11.5 parts of methanesulfonyl chloride. Upon completion, stirring is continued for 1 hour at reflux temperature. After cooling, the reaction mixture is washed with water, dried, filtered and evaporated. The solid residue is crystallized from 4-methyl-2-pentanone, yielding 15 part...